This data is from the Open Reaction Database (ORD), a public repository of structured organic reaction records. The task is: describe an organic reaction: reactants, conditions, products, and yield Reactants: N#CCl (cyanogen chloride), nitrile, C1(=CC=CC=C1)O (phenol), 2, C1=CC(=CC=C1O)C (p-cresol). Yields the product OC1=CC=C(C=C1)CC#N (p-hydroxyphenylacetonitrile). Isolated yield 55.0%. As a reaction SMILES: [N:1]#[C:2]Cl.[CH:4]1[C:9]([OH:10])=[CH:8][CH:7]=[C:6]([CH3:11])[CH:5]=1.C1(O)C=CC=CC=1>>[OH:10][C:9]1[CH:4]=[CH:5][C:6]([CH2:11][C:2]#[N:1])=[CH:7][CH:8]=1. Reported procedure: There were fed into the 1 meter heated reactor having a diameter of 55 mm and an average temperature of 720° C. via line 1 per hour 46.1 grams (0.75 mole) of gaseous cyanogen chloride and via line 2 313.6 grams (2.9 moles) of gaseous p-cresol as well as 1-2 liters of gaseous nitrogen. From the reactor 3 the nitrile containing gas entered into column 5 via the cooled line 4. The column 5 consisted of a "Sambay-Evaporator" having an inner surface area of 0.1 m and an erect packed column 20 cm long... Reactants: C(C)(C)(C)OC(=O)N1CCC(CC1)CCOC1=NC(=NC(=C1C(NCC1=CC=CC=C1)=O)Cl)C#N (4-[2-(5-benzylcarbamoyl-6-chloro-2-cyanopyrimidin-4-yloxy)ethyl]piperidine-1-carboxylic acid tert-butyl ester), Cl.C1CC12CCC(CC2)CN (C-spiro[2.5]oct-6-yl-methylamine hydrochloride), C(=O)([O-])[O-].[K+].[K+] (K2CO3). The solvent is CC#N (CH3CN), O (H2O), CCOC(=O)C (AcOEt). Reaction conditions: temperature 70 celsius. Product: C(C)(C)(C)OC(=O)N1CCC(CC1)CCOC1=NC(=NC(=C1C(NCC1=CC=CC=C1)=O)NCC1CCC2(CC2)CC1)C#N (4-(2-{5-benzylcarbamoyl-2-cyano-6-[(spiro[2.5]oct-6-ylmethyl)amino]pyrimidin-4-yloxy}ethyl)piperidine-1-carboxylic acid tert-butyl ester). Reaction SMILES: [C:1]([O:5][C:6]([N:8]1[CH2:13][CH2:12][CH:11]([CH2:14][CH2:15][O:16][C:17]2[C:22]([C:23](=[O:32])[NH:24][CH2:25][C:26]3[CH:31]=[CH:30][CH:29]=[CH:28][CH:27]=3)=[C:21](Cl)[N:20]=[C:19]([C:34]#[N:35])[N:18]=2)[CH2:10][CH2:9]1)=[O:7])([CH3:4])([CH3:3])[CH3:2].Cl.[CH2:37]1[C:39]2([CH2:44][CH2:43][CH:42]([CH2:45][NH2:46])[CH2:41][CH2:40]2)[CH2:38]1.C([O-])([O-])=O.[K+].[K+]>CC#N.O.CCOC(C)=O>[C:1]([O:5][C:6]([N:8]1[CH2:13][CH2:12][CH:11]([CH2:14][CH2:15][O:16][C:17]2[C:22]([C:23](=[O:32])[NH:24][CH2:25][C:26]3[CH:31]=[CH:30][CH:29]=[CH:28][CH:27]=3)=[C:21]([NH:46][CH2:45][CH:42]3[CH2:43][CH2:44][C:39]4([CH2:37][CH2:38]4)[CH2:40][CH2:41]3)[N:20]=[C:19]([C:34]#[N:35])[N:18]=2)[CH2:10][CH2:9]1)=[O:7])([CH3:4])([CH3:3])[CH3:2] |f:1.2,3.4.5|. Reported procedure: To a solution of 4-[2-(5-benzylcarbamoyl-6-chloro-2-cyanopyrimidin-4-yloxy)ethyl]piperidine-1-carboxylic acid tert-butyl ester (0.23 mmol) in CH3CN (5 mL), C-spiro[2.5]oct-6-yl-methylamine hydrochloride (0.25 mmol) and K2CO3 (0.7 mmol) are added at room temperature. After warmed up to 70° C., the reaction mixture is stirred over night. The mixture is diluted with H2O and AcOEt, and extracted twice with AcOEt. The organic layer is dried over Na2SO4, filtered, and concentrated to give 4-(2-{5-benz... The reactants are C=C1OCC2OC(OC2CO1)(C)C (4-methylene-9,9-dimethyl-3,5,8,10-tetraoxabicyclo[5.3.0]decane), BrCC1OCC2OC(OC2CO1)(C=C)C (4-bromomethyl-9-methyl-9-vinyl-3,5,8, 10-tetraoxabicyclo[5.3.0]decane). The product is C=C1OCC2OC(OC2CO1)(C=C)C (4-Methylene-9-methyl-9-vinyl-3,5,8,10-tetraoxabicyclo[5.3.0]decane). Yield: 43.2%. As a reaction SMILES: C=C1OCC2C(OC(C)(C)O2)CO1.Br[CH2:15][CH:16]1[O:25][CH2:24][CH:23]2[CH:19]([O:20][C:21]([CH3:28])([CH:26]=[CH2:27])[O:22]2)[CH2:18][O:17]1>>[CH2:15]=[C:16]1[O:17][CH2:18][CH:19]2[CH:23]([O:22][C:21]([CH3:28])([CH:26]=[CH2:27])[O:20]2)[CH2:24][O:25]1. Procedure: 4-Methylene-9-methyl-9-vinyl-3,5,8,10-tetraoxabicyclo[5.3.0]decane was prepared in a similar way to 4-methylene-9,9-dimethyl-3,5,8,10-tetraoxabicyclo[5.3.0]decane starting from 115.7 mmol (35 g) of 4-bromomethyl-9-methyl-9-vinyl-3,5,8, 10-tetraoxabicyclo[5.3.0]decane, fractional distillation giving 10 g (43.2% yield) at 62° C. (0.1 mbar). Isolated yield 46.4%. Reaction SMILES: [OH:1][C:2]1[CH:11]=[CH:10][C:5]([C:6]([O:8][CH3:9])=[O:7])=[CH:4][C:3]=1[O:12][CH3:13].C(=O)([O-])[O-].[K+].[K+].Cl[CH2:21][C:22]([N:24]([CH3:26])[CH3:25])=[O:23]>CN(C=O)C>[CH3:25][N:24]([CH3:26])[C:22](=[O:23])[CH2:21][O:1][C:2]1[CH:11]=[CH:10][C:5]([C:6]([O:8][CH3:9])=[O:7])=[CH:4][C:3]=1[O:12][CH3:13] |f:1.2.3|. Procedure: Methyl 4-hydroxy-3-(methyloxy)benzoate (methyl vanillate, Aldrich) (3.85 g, 21.1 mmol) and potassium carbonate (2.92 g, 21.1 mmol) in DMF (10 mL) was treated at RT with 2-chloro-N,N-dimethylacetamide (Merck) (2.18 mL, 21.1 mmol) and the mixture was stirred over the weekend. The mixture was partitioned between ethyl acetate and 2M HCl. The organic phase was washed with, 2M HCl, saturated sodium bicarbonate solution (turns lightly coloured), acid (loses colour), brine, dried (MgSO4), and evaporate... The product is CN(C(COC1=C(C=C(C(=O)OC)C=C1)OC)=O)C (Methyl 4-{[2-(dimethylamino)-2-oxoethyl]oxy}-3-(methyloxy)benzoate). The solvent is CN(C)C=O (DMF), CN(C)C=O (DMF). The reactants are C([O-])([O-])=O.[K+].[K+] (potassium carbonate), ClCC(=O)N(C)C (2-chloro-N,N-dimethylacetamide), material, OC1=C(C=C(C(=O)OC)C=C1)OC (Methyl 4-hydroxy-3-(methyloxy)benzoate), C([O-])([O-])=O.[K+].[K+] (potassium carbonate), ClCC(=O)N(C)C (2-chloro-N,N-dimethylacetamide). Reactants: O=C1NC(=O)c2ccccc21, CC(C)OC(=O)N=NC(=O)OC(C)C, C1CCOC1, COc1nc(CO)cc(C)c1C#N, c1ccc(P(c2ccccc2)c2ccccc2)cc1. Product: COc1nc(CN2C(=O)c3ccccc3C2=O)cc(C)c1C#N. As a reaction SMILES: [O:14]=[C:15]1[NH:16][C:17](=[O:18])[c:19]2[cH:20][cH:21][cH:22][cH:23][c:24]21.[O:44]=[C:45]([O:46][CH:47]([CH3:48])[CH3:49])[N:50]=[N:51][C:52]([O:53][CH:54]([CH3:55])[CH3:56])=[O:57].[O:58]1[CH2:59][CH2:60][CH2:61][CH2:62]1.[OH:1][CH2:2][c:3]1[n:4][c:5]([O:12][CH3:13])[c:6]([C:7]#[N:8])[c:9]([CH3:11])[cH:10]1.[c:25]1([P:26]([c:27]2[cH:28][cH:29][cH:30][cH:31][cH:32]2)[c:33]2[cH:34][cH:35][cH:36][cH:37][cH:38]2)[cH:39][cH:40][cH:41][cH:42][cH:43]1>>[CH2:2]([c:3]1[n:4][c:5]([O:12][CH3:13])[c:6]([C:7]#[N:8])[c:9]([CH3:11])[cH:10]1)[N:16]1[C:15](=[O:14])[c:24]2[c:19]([cH:20][cH:21][cH:22][cH:23]2)[C:17]1=[O:18]. Starting materials: C1=C(C=CC2=CC=CC=C12)C(CCOC1OCCCC1)C(=O)OC (2-[3-(2-naphthyl)-3-(methoxycarbonyl)propyloxy]tetrahydropyran), C(Br)(Br)(Br)Br (carbon tetrabromide), C1(=CC=CC=C1)P(C1=CC=CC=C1)C1=CC=CC=C1 (Triphenylphosphine). Run in ClCCl (dichloromethane). Run at temperature 0 celsius, time 18 hour. The product is BrCCC(C1=CC2=CC=CC=C2C=C1)C(=O)OC (1-bromo-3-(methoxycarbonyl)-3-(2-naphthyl)propane). Isolated yield 29.9%. RXN SMILES: [CH:1]1[C:10]2[C:5](=[CH:6][CH:7]=[CH:8][CH:9]=2)[CH:4]=[CH:3][C:2]=1[CH:11]([C:21]([O:23][CH3:24])=[O:22])[CH2:12][CH2:13]OC1CCCCO1.C(Br)(Br)(Br)[Br:26].C1(P(C2C=CC=CC=2)C2C=CC=CC=2)C=CC=CC=1>ClCCl>[Br:26][CH2:13][CH2:12][CH:11]([C:21]([O:23][CH3:24])=[O:22])[C:2]1[CH:3]=[CH:4][C:5]2[C:10](=[CH:9][CH:8]=[CH:7][CH:6]=2)[CH:1]=1. Procedure: The product of step (a) (2.0 g, 6.1 mmol) and carbon tetrabromide (2.83 g, 8.5 mmol) were dissolved in dichloromethane (30 ml) and cooled to 0° C. under nitrogen. Triphenylphosphine (4.48 g, 17.1 mmol) was added portionwise turning the reaction mixture deep yellow. After stirring at room temperature for 18 hours the reaction mixture was concentrated under reduced pressure. The oil was purified by flash chromatography on silica gel eluting with 1:1 dichloromethane:hexane to give 1-bromo-3-(methox... Run in O (water), CO (MeOH), CN(C)C=O (DMF). The product is ClC=1C=C(C=CC1)CCOCC=1NC(C2=C(N=NC=C2)N1)=O (7-[2-(3-Chloro-phenyl)-ethoxymethyl]-6H-pyrimido[4,5-c]pyridazin-5-one). Run at time 15 minute. Procedure: 2-[2-(3-Chloro-phenyl)-ethoxy]-acetamidine hydrochloride (240 mg, 0.964 mmol; described in example 6.2) was dissolved in MeOH (2 ml) and NaOMe (30% solution in MeOH, 179 μl, 0.964 mmol) was added dropwise at 0° C. The suspension was stirred at ambient temperature for 15 min and then evaporated. To the remaining residue were added a solution of crude 3-chloro-pyridazine-4-carboxylic acid ethyl ester (180 mg) in DMF (3 ml) and subsequently K2CO3 (267 mg, 1.929 mmol) and the mixture was heated to 1... Reaction SMILES: Cl.[Cl:2][C:3]1[CH:4]=[C:5]([CH2:9][CH2:10][O:11][CH2:12][C:13]([NH2:15])=[NH:14])[CH:6]=[CH:7][CH:8]=1.C[O-].[Na+].C([O:21][C:22]([C:24]1[CH:29]=[CH:28][N:27]=[N:26][C:25]=1Cl)=O)C.C([O-])([O-])=O.[K+].[K+].Cl>CO.CN(C=O)C.O>[Cl:2][C:3]1[CH:4]=[C:5]([CH2:9][CH2:10][O:11][CH2:12][C:13]2[NH:15][C:22](=[O:21])[C:24]3[CH:29]=[CH:28][N:27]=[N:26][C:25]=3[N:14]=2)[CH:6]=[CH:7][CH:8]=1 |f:0.1,2.3,5.6.7|. The reactants are Cl (HCl), Cl.ClC=1C=C(C=CC1)CCOCC(=N)N (2-[2-(3-Chloro-phenyl)-ethoxy]-acetamidine hydrochloride), C[O-].[Na+] (NaOMe), C(C)OC(=O)C1=C(N=NC=C1)Cl (3-chloro-pyridazine-4-carboxylic acid ethyl ester), C(=O)([O-])[O-].[K+].[K+] (K2CO3). The yield is 3.6%. Reactants: FC1=C(C=CC(=C1)F)[C@@](CN1N=CN=C1)([C@@H](C)S)O ((2R,3R)-2-(2,4-difluorophenyl)-3-mercapto-1-[1H-1,2,4-triazol-1-yl]-2-butanol), ClC1=C(N)C=CC(=C1)Cl (2,4-Dichloroaniline), C(=S)(Cl)Cl (thiophosgen). Product: compound ( 23 ), ClC1=C(C=CC(=C1)Cl)NC(S[C@H](C)[C@@](CN1N=CN=C1)(O)C1=C(C=C(C=C1)F)F)=S ([(2R,3R)-3-(2,4-difluorophenyl)-3-hydroxy-4-(1H-1,2,4-triazol-1-yl)-2-butyl] N-(2,4-dichlorophenyl)dithiocarbamate). RXN SMILES: [Cl:1][C:2]1[CH:8]=[C:7]([Cl:9])[CH:6]=[CH:5][C:3]=1[NH2:4].[C:10](Cl)(Cl)=[S:11].[F:14][C:15]1[CH:20]=[C:19]([F:21])[CH:18]=[CH:17][C:16]=1[C@:22]([OH:32])([C@H:29]([SH:31])[CH3:30])[CH2:23][N:24]1[CH:28]=[N:27][CH:26]=[N:25]1>>[Cl:1][C:2]1[CH:8]=[C:7]([Cl:9])[CH:6]=[CH:5][C:3]=1[NH:4][C:10](=[S:11])[S:31][C@@H:29]([C@:22]([C:16]1[CH:17]=[CH:18][C:19]([F:21])=[CH:20][C:15]=1[F:14])([OH:32])[CH2:23][N:24]1[CH:28]=[N:27][CH:26]=[N:25]1)[CH3:30]. Procedure details: 2,4-Dichloroaniline (0.85 g) was allowed to react with thiophosgen (0.4 ml), followed by the reaction with (2R,3R)-2-(2,4-difluorophenyl)-3-mercapto-1-[1H-1,2,4-triazol-1-yl]-2-butanol (0.5 g) by the same manner as in Example 5. The compound (23), i.e., [(2R,3R)-3-(2,4-difluorophenyl)-3-hydroxy-4-(1H-1,2,4-triazol-1-yl)-2-butyl] N-(2,4-dichlorophenyl)dithiocarbamate (0.08 g) was obtained as a pale yellow oil. Starting materials: CS(=O)(=O)Nc1cc(-c2ccc3nccc(C4=CCOCC4)c3c2)cnc1Cl, O=[Pt]=O. Product: CS(=O)(=O)Nc1cc(-c2ccc3nccc(C4CCOCC4)c3c2)cnc1Cl. As a reaction SMILES: [Cl:1][c:2]1[n:3][cH:4][c:5](-[c:13]2[cH:14][c:15]3[c:16]([C:23]4=[CH:28][CH2:27][O:26][CH2:25][CH2:24]4)[cH:17][cH:18][n:19][c:20]3[cH:21][cH:22]2)[cH:6][c:7]1[NH:8][S:9](=[O:10])(=[O:11])[CH3:12].[Pt:29](=[O:30])=[O:31]>>[Cl:1][c:2]1[n:3][cH:4][c:5](-[c:13]2[cH:14][c:15]3[c:16]([CH:23]4[CH2:24][CH2:25][O:26][CH2:27][CH2:28]4)[cH:17][cH:18][n:19][c:20]3[cH:21][cH:22]2)[cH:6][c:7]1[NH:8][S:9](=[O:10])(=[O:11])[CH3:12].